This data is from the Open Reaction Database (ORD), a public repository of structured organic reaction records. The task is: describe an organic reaction: reactants, conditions, products, and yield Reactants: C1(=CC=CC=C1)[C@@H](C)N1C(N([C@H]2[C@@H]1CSC2=C(C(=O)O)CCC)CC2=CC=CC=C2)=O ((3aS,6aR)-hexahydro-1-[(R)-(1-phenylethyl)]-2-oxo-3-benzylthieno-[3,4-d]-imidazol-4-ylidene pentanoic acid). Reagents/catalysts: [Pd] (palladium). Run in C(C)(C)O (isopropanol). Reaction conditions: temperature 50 celsius, time 24 hour. Yields the product C1(=CC=CC=C1)[C@@H](C)N1C(N([C@H]2[C@@H]1CSC2C(C(=O)O)CCC)CC2=CC=CC=C2)=O ((3aS,6aR)-hexahydro-1-[(R)-(1-phenylethyl)]-2-oxo-3-benzylthieno-[3,4-d]-imidazol-4-yl pentanoic acid). RXN SMILES: [C:1]1([C@H:7]([N:9]2[C@H:13]3[CH2:14][S:15][C:16](=[C:17]([CH2:21][CH2:22][CH3:23])[C:18]([OH:20])=[O:19])[C@H:12]3[N:11]([CH2:24][C:25]3[CH:30]=[CH:29][CH:28]=[CH:27][CH:26]=3)[C:10]2=[O:31])[CH3:8])[CH:6]=[CH:5][CH:4]=[CH:3][CH:2]=1>C(O)(C)C.[Pd]>[C:1]1([C@H:7]([N:9]2[C@H:13]3[CH2:14][S:15][CH:16]([CH:17]([CH2:21][CH2:22][CH3:23])[C:18]([OH:20])=[O:19])[C@H:12]3[N:11]([CH2:24][C:25]3[CH:26]=[CH:27][CH:28]=[CH:29][CH:30]=3)[C:10]2=[O:31])[CH3:8])[CH:2]=[CH:3][CH:4]=[CH:5][CH:6]=1. Procedure: A solution of 78.6 mg of (3aS,6aR)-hexahydro-1-[(R)-(1-phenylethyl)]-2-oxo-3-benzylthieno-[3,4-d]-imidazol-4-ylidene pentanoic acid in 5 ml of isopropanol was placed in a 100-ml autoclave and 39 mg of palladium (5 percent) on carbon added. The autoclave was flushed twice with hydrogen and the mixture was stirred under 50 bars of hydrogen pressure at 50° C. for 24 hours. Then the catalyst was filtered off and the solvent evaporated off. The product, (3aS,6aR)-hexahydro-1-[(R)-(1-phenylethyl)]-2-o...